describe an organic reaction: reactants, conditions, products, and yield From a dataset of the Open Reaction Database (ORD), a public repository of structured organic reaction records. The reactants are [Li]CCCC, CCCCCC, Cc1nccn1C(c1ccccc1)(c1ccccc1)c1ccccc1, CCOC=O, C1CCOC1, O=C(O)CC(O)(CC(=O)O)C(=O)O. Product: O=CCc1nccn1C(c1ccccc1)(c1ccccc1)c1ccccc1. Reaction SMILES: [CH2:1]([Li:2])[CH2:3][CH2:4][CH3:5].[CH3:54][CH2:55][CH2:56][CH2:57][CH2:58][CH3:59].[CH3:6][c:7]1[n:8]([C:12]([c:13]2[cH:14][cH:15][cH:16][cH:17][cH:18]2)([c:19]2[cH:20][cH:21][cH:22][cH:23][cH:24]2)[c:25]2[cH:26][cH:27][cH:28][cH:29][cH:30]2)[cH:9][cH:10][n:11]1.[CH:36]([O:37][CH2:38][CH3:39])=[O:40].[O:31]1[CH2:32][CH2:35][CH2:34][CH2:33]1.[OH:41][C:42]([CH2:43][C:44]([C:45](=[O:46])[OH:47])([CH2:48][C:49](=[O:50])[OH:51])[OH:52])=[O:53]>>[CH2:6]([c:7]1[n:8]([C:12]([c:13]2[cH:14][cH:15][cH:16][cH:17][cH:18]2)([c:19]2[cH:20][cH:21][cH:22][cH:23][cH:24]2)[c:25]2[cH:26][cH:27][cH:28][cH:29][cH:30]2)[cH:9][cH:10][n:11]1)[CH:32]=[O:31]. Starting materials: CN (Methylamine), CC=1C=C(C=2N=C(C3=C(N(C2N1)CC)N=CC=C3)OS(=O)(=O)C(F)(F)F)C (2,4-dimethyl-11-ethyl-6-trifluoromethane-sulfonyloxy-11H-dipyrido[3,2-b:2',3'-e][1,4]diazepine). Solvent: C(Cl)Cl (methylene chloride), C(C)(=O)OCC (ethyl acetate). Conditions: time 4 day. Product: CC=1C=C(C=2N=C(C3=C(N(C2N1)CC)N=CC=C3)NC)C (2,4-Dimethyl-11-ethyl-6-methylamino-11H-dipyrido[3,2-b:2',3'-e][1,4]diazepine). RXN SMILES: [CH3:1][NH2:2].[CH3:3][C:4]1[CH:5]=[C:6]([CH3:29])[C:7]2[N:8]=[C:9](OS(C(F)(F)F)(=O)=O)[C:10]3[CH:20]=[CH:19][CH:18]=[N:17][C:11]=3[N:12]([CH2:15][CH3:16])[C:13]=2[N:14]=1>C(Cl)Cl.C(OCC)(=O)C>[CH3:3][C:4]1[CH:5]=[C:6]([CH3:29])[C:7]2[N:8]=[C:9]([NH:2][CH3:1])[C:10]3[CH:20]=[CH:19][CH:18]=[N:17][C:11]=3[N:12]([CH2:15][CH3:16])[C:13]=2[N:14]=1. Procedure details: Methylamine (3 mL) was added to a solution of 2,4-dimethyl-11-ethyl-6-trifluoromethane-sulfonyloxy-11H-dipyrido[3,2-b:2',3'-e][1,4]diazepine (0.16 g, 0.4 mmole) in methylene chloride (0.5 mL). The mixture was sealed in a pressure bottle and stirred at room temperature for 4 days. The mixture was diluted with ethyl acetate, washed with water, dried, filtered and concentrated in vacuo to give crude product. This was purified by chromatography over silica gel (eluted 10% ethyl acetate/methylene chl... The reactants are COc1cc(OCCSC)ccc1NC(=O)C1NC(CC(C)(C)C)C2(C(=O)Nc3cc(Cl)ccc32)C1c1cccc(Cl)c1F, ClCCl, O, O=C(OO)c1cccc(Cl)c1. Yields the product COc1cc(OCCS(C)(=O)=O)ccc1NC(=O)C1NC(CC(C)(C)C)C2(C(=O)Nc3cc(Cl)ccc32)C1c1cccc(Cl)c1F. RXN SMILES: [CH3:1][O:2][c:3]1[c:4]([NH:14][C:15](=[O:16])[CH:17]2[CH:18]([c:37]3[c:38]([F:44])[c:39]([Cl:43])[cH:40][cH:41][cH:42]3)[C:19]3([C:20](=[O:29])[NH:21][c:22]4[cH:23][c:24]([Cl:28])[cH:25][cH:26][c:27]43)[CH:30]([CH2:32][C:33]([CH3:34])([CH3:35])[CH3:36])[NH:31]2)[cH:5][cH:6][c:7]([O:9][CH2:10][CH2:11][S:12][CH3:13])[cH:8]1.[Cl:57][CH2:58][Cl:59].[OH2:56].[OH:45][O:46][C:47]([c:48]1[cH:49][c:50]([Cl:51])[cH:52][cH:53][cH:54]1)=[O:55]>>[CH3:1][O:2][c:3]1[c:4]([NH:14][C:15](=[O:16])[CH:17]2[CH:18]([c:37]3[c:38]([F:44])[c:39]([Cl:43])[cH:40][cH:41][cH:42]3)[C:19]3([C:20](=[O:29])[NH:21][c:22]4[cH:23][c:24]([Cl:28])[cH:25][cH:26][c:27]43)[CH:30]([CH2:32][C:33]([CH3:34])([CH3:35])[CH3:36])[NH:31]2)[cH:5][cH:6][c:7]([O:9][CH2:10][CH2:11][S:12]([CH3:13])(=[O:45])=[O:56])[cH:8]1. Reactants: ClCCl, O=c1[nH]c2ccc(C3CCC(NCCCc4ccc(C(F)(F)F)cc4)CC3)cc2o1. The product is Cl, CN(CCCc1ccc(C(F)(F)F)cc1)C1CCC(c2ccc3[nH]c(=O)oc3c2)CC1. Reaction SMILES: [Cl:31][CH2:32][Cl:33].[F:1][C:2]([c:3]1[cH:4][cH:5][c:6]([CH2:9][CH2:10][CH2:11][NH:12][CH:13]2[CH2:14][CH2:15][CH:16]([c:19]3[cH:20][c:21]4[c:22]([nH:23][c:24](=[O:26])[o:25]4)[cH:27][cH:28]3)[CH2:17][CH2:18]2)[cH:7][cH:8]1)([F:29])[F:30]>>[ClH:31].[F:1][C:2]([c:3]1[cH:4][cH:5][c:6]([CH2:9][CH2:10][CH2:11][N:12]([CH:13]2[CH2:14][CH2:15][CH:16]([c:19]3[cH:20][c:21]4[c:22]([nH:23][c:24](=[O:26])[o:25]4)[cH:27][cH:28]3)[CH2:17][CH2:18]2)[CH3:32])[cH:7][cH:8]1)([F:29])[F:30]. Reactants: O=C(O)c1ccc(N(CC(F)(F)F)CC(F)(F)F)c(OCC2CC2)n1, NC(=O)C(N)CC1CC1. Yields the product NC(=O)C(CC1CC1)NC(=O)c1ccc(N(CC(F)(F)F)CC(F)(F)F)c(OCC2CC2)n1. RXN SMILES: [F:1][C:2]([CH2:3][N:4]([c:5]1[cH:6][cH:7][c:8]([C:16](=[O:17])[OH:18])[n:9][c:10]1[O:11][CH2:12][CH:13]1[CH2:14][CH2:15]1)[CH2:19][C:20]([F:21])([F:22])[F:23])([F:24])[F:25].[NH2:26][CH:27]([C:28](=[O:29])[NH2:30])[CH2:31][CH:32]1[CH2:33][CH2:34]1>>[F:1][C:2]([CH2:3][N:4]([c:5]1[cH:6][cH:7][c:8]([C:16](=[O:17])[NH:26][CH:27]([C:28](=[O:29])[NH2:30])[CH2:31][CH:32]2[CH2:33][CH2:34]2)[n:9][c:10]1[O:11][CH2:12][CH:13]1[CH2:14][CH2:15]1)[CH2:19][C:20]([F:21])([F:22])[F:23])([F:24])[F:25].